Dataset: the Open Reaction Database (ORD), a public repository of structured organic reaction records. Task: describe an organic reaction: reactants, conditions, products, and yield Starting materials: CN(C)CC(=O)O, CCN=C=NCCCN(C)C, CN(C)c1ccncc1, Cl, O=C1OC(Cn2ccnn2)CN1c1ccc(-c2ccc(C3=NOC(CO)C3)nc2)c(F)c1, CN(C)C=O. Yields the product CN(C)CC(=O)OCC1CC(c2ccc(-c3ccc(N4CC(Cn5ccnn5)OC4=O)cc3F)cn2)=NO1. As a reaction SMILES: [CH3:33][N:34]([CH3:35])[CH2:36][C:37]([OH:38])=[O:39].[CH3:41][N:42]([CH3:43])[CH2:44][CH2:45][CH2:46][N:47]=[C:48]=[N:49][CH2:50][CH3:51].[CH3:52][N:53]([CH3:54])[c:55]1[cH:56][cH:57][n:58][cH:59][cH:60]1.[ClH:40].[F:1][c:2]1[cH:3][c:4]([N:21]2[C:22](=[O:32])[O:23][CH:24]([CH2:26][n:27]3[n:28][n:29][cH:30][cH:31]3)[CH2:25]2)[cH:5][cH:6][c:7]1-[c:8]1[cH:9][n:10][c:11]([C:14]2=[N:15][O:16][CH:17]([CH2:19][OH:20])[CH2:18]2)[cH:12][cH:13]1.[O:61]=[CH:62][N:63]([CH3:64])[CH3:65]>>[F:1][c:2]1[cH:3][c:4]([N:21]2[C:22](=[O:32])[O:23][CH:24]([CH2:26][n:27]3[n:28][n:29][cH:30][cH:31]3)[CH2:25]2)[cH:5][cH:6][c:7]1-[c:8]1[cH:9][n:10][c:11]([C:14]2=[N:15][O:16][CH:17]([CH2:19][O:20][C:37]([CH2:36][N:34]([CH3:33])[CH3:35])=[O:38])[CH2:18]2)[cH:12][cH:13]1. Starting materials: CC(=O)OCCCCBr, CC(C)=O, [K+], [K+], COc1nc(N)cc(=O)[nH]1, O=C([O-])[O-]. The product is COc1nc(N)cc(=O)n1CCCCOC(C)=O. As a reaction SMILES: [C:17]([CH3:18])(=[O:19])[O:20][CH2:21][CH2:22][CH2:23][CH2:24][Br:25].[CH3:26][C:27](=[O:28])[CH3:29].[K+:11].[K+:12].[NH2:1][c:2]1[cH:3][c:4](=[O:10])[nH:5][c:6]([O:8][CH3:9])[n:7]1.[O-:13][C:14]([O-:15])=[O:16]>>[NH2:1][c:2]1[cH:3][c:4](=[O:10])[n:5]([CH2:24][CH2:23][CH2:22][CH2:21][O:20][C:17]([CH3:18])=[O:19])[c:6]([O:8][CH3:9])[n:7]1. The reactants are O (Water), ClC=1C=C(C=CC1[N+](=O)[O-])C(C(=O)N(CC(C)C)CC(C)C)(C)C (2-(3-chloro-4-nitrophenyl)-N,N-diisobutyl-2-methylpropanamide), N1(CCCCC1)CCCN (3-piperidino-propylamine), C([O-])([O-])=O.[K+].[K+] (potassium carbonate). The solvent is C(C)(=O)OCC (ethyl acetate), CN(C)C=O (DMF). Run at temperature 100 celsius. Yields the product C(C(C)C)N(C(C(C)(C1=CC(=C(C=C1)[N+](=O)[O-])NCCCN1CCCCC1)C)=O)CC(C)C (N,N diisobutyl-2-methyl-2-{4-nitro-3-[(3-piperidin-1-ylpropyl)amino]phenyl}propanamide), oil. Yield: 51.0%. RXN SMILES: Cl[C:2]1[CH:3]=[C:4]([C:11]([CH3:24])([CH3:23])[C:12]([N:14]([CH2:19][CH:20]([CH3:22])[CH3:21])[CH2:15][CH:16]([CH3:18])[CH3:17])=[O:13])[CH:5]=[CH:6][C:7]=1[N+:8]([O-:10])=[O:9].[N:25]1([CH2:31][CH2:32][CH2:33][NH2:34])[CH2:30][CH2:29][CH2:28][CH2:27][CH2:26]1.C(=O)([O-])[O-].[K+].[K+].O>CN(C=O)C.C(OCC)(=O)C>[CH2:15]([N:14]([CH2:19][CH:20]([CH3:22])[CH3:21])[C:12](=[O:13])[C:11]([CH3:24])([C:4]1[CH:5]=[CH:6][C:7]([N+:8]([O-:10])=[O:9])=[C:2]([NH:34][CH2:33][CH2:32][CH2:31][N:25]2[CH2:30][CH2:29][CH2:28][CH2:27][CH2:26]2)[CH:3]=1)[CH3:23])[CH:16]([CH3:18])[CH3:17] |f:2.3.4|. Procedure details: A mixture of 2-(3-chloro-4-nitrophenyl)-N,N-diisobutyl-2-methylpropanamide (2.39 g), 3-piperidino-propylamine (1.9 g, 2 eq) and potassium carbonate (1.8 g, 2 eq) in DMF (40 ml) is heated at 100° C. for 24 hours then cooled down to ambient temperature. Water and ethyl acetate are added to the medium. After decantation and extractions, the combined organic phases are washed with salt water, dried over Na2SO4 and concentrated under reduced pressure. Purification of the residue obtained by flash chr... The reactants are Cl.Cl.COC1=CC=C(C=C1)N1CCNCC1 (1-(4-methoxyphenyl)piperazine dihydrochloride), CS(=O)(=O)OCCCC1CCCC1 (3-cyclopentylpropyl methanesulfonate), BrCCC1=CC=CC=C1 ((2-bromoethyl)-benzene), C(C1=CC=CC=C1)OC1=C(C=C(C=C1)N1CCNCC1)F (1-(4-benzyloxy-3-fluorophenyl)piperazine). Product: C(C1=CC=CC=C1)OC1=C(C=C(C=C1)N1CCN(CC1)CCCC1CCCC1)F (1-(4-benzyloxy-3-fluorophenyl)-4-(3-cyclopentylpropyl)piperazine). RXN SMILES: Cl.Cl.COC1C=CC(N2CCNCC2)=CC=1.Br[CH2:18][CH2:19][C:20]1[CH:25]=[CH:24][CH:23]=[CH:22][CH:21]=1.[CH2:26]([O:33][C:34]1[CH:39]=[CH:38][C:37]([N:40]2[CH2:45][CH2:44][NH:43][CH2:42][CH2:41]2)=[CH:36][C:35]=1[F:46])[C:27]1[CH:32]=[CH:31][CH:30]=[CH:29][CH:28]=1.CS(OCCCC1CCCC1)(=O)=O>>[CH2:26]([O:33][C:34]1[CH:39]=[CH:38][C:37]([N:40]2[CH2:45][CH2:44][N:43]([CH2:23][CH2:24][CH2:25][CH:20]3[CH2:19][CH2:18][CH2:22][CH2:21]3)[CH2:42][CH2:41]2)=[CH:36][C:35]=1[F:46])[C:27]1[CH:28]=[CH:29][CH:30]=[CH:31][CH:32]=1 |f:0.1.2|. Procedure details: Production Example 1 was repeated except that 1-(4-methoxyphenyl)piperazine dihydrochloride and (2-bromoethyl)-benzene were replaced with 1-(4-benzyloxy-3-fluorophenyl)piperazine (368 mg) and 3-cyclopentylpropyl methanesulfonate (319 mg), respectively, to provide crude 1-(4-benzyloxy-3-fluorophenyl)-4-(3-cyclopentylpropyl)piperazine (505 mg). Starting materials: [Na] (sodium), C1(=CC=CC=C1)S(=O)(=O)N (benzenesulfonamide), C1(=CC=CC=C1)N(C(=O)Cl)C1=CC=CC=C1 (diphenylcarbamic acid chloride). The solvent is C1(=CC=CC=C1)C (toluene). Product: C1(=CC=CC=C1)N(C(N)=O)C1=CC=CC=C1 (N',N'-diphenyl-urea). RXN SMILES: [Na].C1(S([NH2:11])(=O)=O)C=CC=CC=1.[C:12]1([N:18]([C:22]2[CH:27]=[CH:26][CH:25]=[CH:24][CH:23]=2)[C:19](Cl)=[O:20])[CH:17]=[CH:16][CH:15]=[CH:14][CH:13]=1>C1(C)C=CC=CC=1>[C:12]1([N:18]([C:22]2[CH:27]=[CH:26][CH:25]=[CH:24][CH:23]=2)[C:19](=[O:20])[NH2:11])[CH:17]=[CH:16][CH:15]=[CH:14][CH:13]=1 |^1:0|. Reported procedure: 6.5 g of sodium salt of 4-(β-<2-methoxy-5-chlorobenzamido>-ethyl)-benzenesulfonamide were refluxed for 3 hours with 3.9 g of diphenylcarbamic acid chloride in 60 ml of toluene. The crude N-[4-(β-<2-methoxy-5-chlorobenzamido>-ethyl)-benzenesulfonyl]-N',N'-diphenyl-urea obtained was suction-filtered, suspended in dioxane and, after addition of 1 g of acetic acid and 1.6 g of cyclopentyl-amine, the substance was refluxed for 11/2 hours. After acidification with dilute hydrochloric acid the precipit... Reactants: BrCC1=CC=C(C=C1)C (α-bromo-p-xylene), C([O-])([O-])=O.[K+].[K+] (potassium carbonate), resultant solution, Cl (HCl), OC=1C=C(C(=O)C2=CN(C3=CC=CC=C23)CCCC(=O)OCC)C=CC1O (Ethyl 4-[3-(3,4-dihydroxybenzoyl)indol-1-yl]butanoate). Solvent: CN(C=O)C (N,N-dimethylformamide). Reaction conditions: time 3 hour. Product: OC=1C=C(C(=O)C2=CN(C3=CC=CC=C23)CCCC(=O)OCC)C=CC1OCC1=CC=C(C=C1)C (ethyl 4-{3-[3-hydroxy-4-(4-methylphenylmethoxy)benzoyl]indol-1-yl}butanoate). Yield: 37.9%. As a reaction SMILES: [OH:1][C:2]1[CH:3]=[C:4]([CH:24]=[CH:25][C:26]=1[OH:27])[C:5]([C:7]1[C:15]2[C:10](=[CH:11][CH:12]=[CH:13][CH:14]=2)[N:9]([CH2:16][CH2:17][CH2:18][C:19]([O:21][CH2:22][CH3:23])=[O:20])[CH:8]=1)=[O:6].Br[CH2:29][C:30]1[CH:35]=[CH:34][C:33]([CH3:36])=[CH:32][CH:31]=1.C(=O)([O-])[O-].[K+].[K+].Cl>CN(C)C=O>[OH:1][C:2]1[CH:3]=[C:4]([CH:24]=[CH:25][C:26]=1[O:27][CH2:29][C:30]1[CH:35]=[CH:34][C:33]([CH3:36])=[CH:32][CH:31]=1)[C:5]([C:7]1[C:15]2[C:10](=[CH:11][CH:12]=[CH:13][CH:14]=2)[N:9]([CH2:16][CH2:17][CH2:18][C:19]([O:21][CH2:22][CH3:23])=[O:20])[CH:8]=1)=[O:6] |f:2.3.4|. Reported procedure: Ethyl 4-[3-(3,4-dihydroxybenzoyl)indol-1-yl]butanoate (5.70 g) was dissolved in N,N-dimethylformamide (40 ml). α-bromo-p-xylene (3.72 g) and potassium carbonate (2.57 g) were added to the resultant solution and stirred for 3 hours at room temperature. The reaction mixture was poured into 2N HCl and extracted with ethyl acetate. The resultant extract was sequentially washed with saturated sodium bicarbonate solution and brine, and then dried. The solvent was distilled off. The residue was purifie... Reactants: Cl (hydrochloric acid), S(=O)(=O)(O[K])C(F)(F)C(F)(F)C(=O)O[K] (KO3SCF2CF2COOK). Solvent: O (water). Product: hydrate, S(=O)(=O)(O)C(C(C(=O)O)(F)F)(F)F (3-sulfoperfluoropropionic acid), S(=O)(=O)(O)C(F)(F)C(F)(F)C(=O)O.O.O.O.O.O.O.O.O (HO3SCF2CF2COOH.8H2O). RXN SMILES: [S:1]([C:6]([C:9]([C:12]([O:14][K])=[O:13])([F:11])[F:10])([F:8])[F:7])([O:4][K])(=[O:3])=[O:2].Cl>O>[S:1]([C:6]([F:7])([F:8])[C:9]([F:10])([F:11])[C:12]([OH:14])=[O:13])([OH:4])(=[O:3])=[O:2].[S:1]([C:6]([C:9]([C:12]([OH:14])=[O:13])([F:10])[F:11])([F:7])[F:8])([OH:4])(=[O:3])=[O:2].[OH2:2].[OH2:2].[OH2:2].[OH2:2].[OH2:2].[OH2:2].[OH2:2].[OH2:2] |f:4.5.6.7.8.9.10.11.12|. Procedure: Ten grams of KO3SCF2CF2COOK were dissolved in 30 ml warm water and placed in a 50 cm×2.5 cm glass column containing a 20 cm bed of "Amberlite IR-120" ion-exchange resin in the acid (H+) form, which had been previously prepared by treating the column with 6N hydrochloric acid and rinsing with distilled water. The column was eluted with distilled water. The first 150 ml of eluate was concentrated under reduced pressure to yield the hydrate of 3-sulfoperfluoropropionic acid, HO3SCF2CF2COOH.8H2O.